This data is from the Open Reaction Database (ORD), a public repository of structured organic reaction records. The task is: describe an organic reaction: reactants, conditions, products, and yield Starting materials: NC1=C(C(=O)O)C=C(C=C1)Cl (2-amino-5-chlorobenzoic acid), N1C=NC=C1 (imidazole), Cl.NC1C(NC(CC1)=O)=O (3-amino-piperidine-2,6-dione hydrogen chloride), N1C=NC=C1 (imidazole), P(OC1=CC=CC=C1)(OC1=CC=CC=C1)OC1=CC=CC=C1 (triphenyl phosphite), C(C)(=O)Cl (acetyl chloride). Solvent: C(C)#N (acetonitrile), O (water). Conditions: time 8 hour. Product: ClC=1C=C2C(N(C(=NC2=CC1)C)C1C(NC(CC1)=O)=O)=O (3-(6-chloro-2-methyl-4-oxo-4H-quinazolin-3-yl)-piperidine-2,6-dione). Yield: 79.0%. RXN SMILES: [NH2:1][C:2]1[CH:10]=[CH:9][C:8]([Cl:11])=[CH:7][C:3]=1[C:4]([OH:6])=O.N1[CH:16]=[CH:15]N=C1.C(Cl)(=O)C.Cl.[NH2:22][CH:23]1[CH2:28][CH2:27][C:26](=[O:29])[NH:25][C:24]1=[O:30].P(OC1C=CC=CC=1)(OC1C=CC=CC=1)OC1C=CC=CC=1>C(#N)C.O>[Cl:11][C:8]1[CH:7]=[C:3]2[C:2](=[CH:10][CH:9]=1)[N:1]=[C:15]([CH3:16])[N:22]([CH:23]1[CH2:28][CH2:27][C:26](=[O:29])[NH:25][C:24]1=[O:30])[C:4]2=[O:6] |f:3.4|. Reported procedure: To a stirred mixture of 2-amino-5-chlorobenzoic acid (2.0 g, 12 mmol) and imidazole (1.0 g, 14 mmol) in acetonitrile (30 mL), was added acetyl chloride (1.0 mL, 14 mmol) at room temperature. The mixture was stirred at room temperature overnight. To the mixture, was added 3-amino-piperidine-2,6-dione hydrogen chloride (1.9 g, 12 mmol), imidazole (1.8 g, 26 mmol) and triphenyl phosphite (3.7 mL, 26 mmol) and heated to reflux for 22 hours. To the mixture, was added water (60 mL). The suspension was... Starting materials: Clc1ccc2cc[nH]c2c1, Cc1ccc(I)cc1. Yields the product Cc1ccc(-n2ccc3ccc(Cl)cc32)cc1. RXN SMILES: [Cl:1][c:2]1[cH:3][cH:4][c:5]2[cH:6][cH:7][nH:8][c:9]2[cH:10]1.[I:11][c:12]1[cH:13][cH:14][c:15]([CH3:18])[cH:16][cH:17]1>>[Cl:1][c:2]1[cH:3][cH:4][c:5]2[cH:6][cH:7][n:8](-[c:12]3[cH:13][cH:14][c:15]([CH3:18])[cH:16][cH:17]3)[c:9]2[cH:10]1. Reactants: O=C1CCN(CC1)C(=O)OCC1=CC=CC=C1 (benzyl 4-oxopiperidin-1-carboxylate), NCCO (2-aminoethanol), [OH-].[Na+] (sodium hydroxide), C(C)(=O)O[BH-](OC(C)=O)OC(C)=O.[Na+] (sodium triacetoxyborohydride). Run in ClCCCl (1,2-dichloroethane), CO (methanol), C(C)(=O)O (acetic acid). Conditions: time 15 hour. Product: OCCNC1CCN(CC1)C(=O)OCC1=CC=CC=C1 (Benzyl 4-[ (2-hydroxyethyl)amino]piperidin-1-carboxylate). Isolated yield 107.7%. As a reaction SMILES: O=[C:2]1[CH2:7][CH2:6][N:5]([C:8]([O:10][CH2:11][C:12]2[CH:17]=[CH:16][CH:15]=[CH:14][CH:13]=2)=[O:9])[CH2:4][CH2:3]1.[NH2:18][CH2:19][CH2:20][OH:21].C(O[BH-](OC(=O)C)OC(=O)C)(=O)C.[Na+].[OH-].[Na+]>ClCCCl.CO.C(O)(=O)C>[OH:21][CH2:20][CH2:19][NH:18][CH:2]1[CH2:7][CH2:6][N:5]([C:8]([O:10][CH2:11][C:12]2[CH:17]=[CH:16][CH:15]=[CH:14][CH:13]=2)=[O:9])[CH2:4][CH2:3]1 |f:2.3,4.5|. Procedure: A solution of benzyl 4-oxopiperidin-1-carboxylate (7.0 g), 2-aminoethanol (2.8 g) and acetic acid (2.7 g) in 1,2-dichloroethane (150 mL)-methanol (10 mL) was stirred at room temperature for 3 hours, sodium triacetoxyborohydride (12.7 g) was added thereto, and the mixture was stirred at room temperature for 15 hours. A 1N sodium hydroxide solution was added to the reaction mixture, pH of the aqueous layer was adjusted to about 12, and then the organic layer was separated. The organic layer was dr...